Dataset: the Open Reaction Database (ORD), a public repository of structured organic reaction records. Task: describe an organic reaction: reactants, conditions, products, and yield Reactants: CSC1=C(C=C(C(=O)OC)C=C1)[N+](=O)[O-] (methyl 4-methylthio-3-nitrobenzoate). Reagents/catalysts: [Pd] (palladium on charcoal). Run in CO (methanol). Product: NC=1C=C(C(=O)OC)C=CC1SC (methyl 3-amino-4-(methylthio)benzoate). Yield: 59.1%. RXN SMILES: [CH3:1][S:2][C:3]1[CH:12]=[CH:11][C:6]([C:7]([O:9][CH3:10])=[O:8])=[CH:5][C:4]=1[N+:13]([O-])=O>CO.[Pd]>[NH2:13][C:4]1[CH:5]=[C:6]([CH:11]=[CH:12][C:3]=1[S:2][CH3:1])[C:7]([O:9][CH3:10])=[O:8]. Reported procedure: A stirred solution of methyl 4-methylthio-3-nitrobenzoate (6.82 g) in methanol (350 mL) is hydrogenated using a 5% w/w palladium on charcoal catalyst (0.8 g) at room temperature for 48 hours. After filtration the solution is concentrated, to give methyl 3-amino-4-(methylthio)benzoate (3.5 g), in the form of a pale yellow solid m.p. 63°-65° C. The product is CC(CCCCCCCCCCCCCBr)C (14-methyl pentadecyl bromide). The reactants are CC(CC[Mg]Br)C (3-methylbutylmagnesium bromide), BrCCCCCCCCCCCBr (1,11-dibromoundecane), Li2CuCl4. Run in O1CCCC1 (tetrahydrofuran), O1CCCC1 (tetrahydrofuran). Reported procedure: By a procedure analogous to that described in Example 1, 3-methylbutylmagnesium bromide in tetrahydrofuran is reacted with 34.5 g. of 1,11-dibromoundecane and 0.2 g. of Li2CuCl4 in 75 ml. tetrahydrofuran. After one hour stirring at -10° C., the solution is evaporated and the resultant oil is distilled in vacuo to yield the colorless 14-methyl pentadecyl bromide. As a reaction SMILES: [CH3:1][CH:2]([CH3:7])[CH2:3][CH2:4][Mg]Br.[Br:8][CH2:9][CH2:10][CH2:11][CH2:12][CH2:13][CH2:14][CH2:15][CH2:16][CH2:17][CH2:18][CH2:19]Br>O1CCCC1>[CH3:1][CH:2]([CH3:7])[CH2:3][CH2:4][CH2:19][CH2:18][CH2:17][CH2:16][CH2:15][CH2:14][CH2:13][CH2:12][CH2:11][CH2:10][CH2:9][Br:8]. Run at temperature -10 celsius, time 1 hour. Reactants: COC(CN1N=C(N(C1=O)CC1=C(C=CC=C1)F)Br)=O (Methyl[3-bromo-4-(2-fluorobenzyl)-5-oxo-4,5-dihydro-1H-1,2,4-triazol-1-yl]-acetate), [OH-].[Li+] (lithium hydroxide). Run in CO (methanol). Conditions: time 8 hour. Product: BrC1=NN(C(N1CC1=C(C=CC=C1)F)=O)CC(=O)O ([3-bromo-4-(2-fluorobenzyl)-5-oxo-4,5-dihydro-1H-1,2,4-triazol-1-yl]-acetic acid). The yield is 71.7%. As a reaction SMILES: C[O:2][C:3](=[O:20])[CH2:4][N:5]1[C:9](=[O:10])[N:8]([CH2:11][C:12]2[CH:17]=[CH:16][CH:15]=[CH:14][C:13]=2[F:18])[C:7]([Br:19])=[N:6]1.[OH-].[Li+]>CO>[Br:19][C:7]1[N:8]([CH2:11][C:12]2[CH:17]=[CH:16][CH:15]=[CH:14][C:13]=2[F:18])[C:9](=[O:10])[N:5]([CH2:4][C:3]([OH:20])=[O:2])[N:6]=1 |f:1.2|. Procedure: The compound from Example 138A (360 mg) is dissolved in 10 ml methanol and treated with 4.2 ml of a 1 M aqueous lithium hydroxide solution. The mixture is stirred overnight at RT and then freed of methanol on the rotary evaporator. The residue is diluted with 200 ml water and slowly acidified to pH 2 with 1 N hydrochloric acid. The aqueous phase is extracted three times with ethyl acetate, the combined organic phases dried over sodium sulphate and the solvent removed on the rotary evaporator. Th...